Dataset: the Open Reaction Database (ORD), a public repository of structured organic reaction records. Task: describe an organic reaction: reactants, conditions, products, and yield The reactants are CCCCCC, CN(C)C=O, C[Si](C)(C)Cl, C#CC(O)COc1ccc(F)cc1, c1c[nH]cn1. Product: C#CC(COc1ccc(F)cc1)O[Si](C)(C)C. As a reaction SMILES: [CH3:24][CH2:25][CH2:26][CH2:27][CH2:28][CH3:29].[CH3:30][N:31]([CH3:32])[CH:33]=[O:34].[Cl:19][Si:20]([CH3:21])([CH3:22])[CH3:23].[OH:1][CH:2]([C:3]#[CH:4])[CH2:5][O:6][c:7]1[cH:8][cH:9][c:10]([F:13])[cH:11][cH:12]1.[nH:14]1[cH:15][cH:16][n:17][cH:18]1>>[O:1]([CH:2]([C:3]#[CH:4])[CH2:5][O:6][c:7]1[cH:8][cH:9][c:10]([F:13])[cH:11][cH:12]1)[Si:20]([CH3:21])([CH3:22])[CH3:23]. Starting materials: [BH4-], CCOC(C)=O, Cc1ccccc1, CO, CC(=O)c1cc(-c2cccc(Cl)c2)ccc1N, [Na+]. Product: CC(O)c1cc(-c2cccc(Cl)c2)ccc1N. Reaction SMILES: [BH4-:18].[CH3:20][CH2:21][O:22][C:23](=[O:24])[CH3:25].[CH3:26][c:27]1[cH:28][cH:29][cH:30][cH:31][cH:32]1.[CH3:33][OH:34].[NH2:1][c:2]1[c:3]([C:15]([CH3:16])=[O:17])[cH:4][c:5](-[c:8]2[cH:9][c:10]([Cl:14])[cH:11][cH:12][cH:13]2)[cH:6][cH:7]1.[Na+:19]>>[NH2:1][c:2]1[c:3]([CH:15]([CH3:16])[OH:17])[cH:4][c:5](-[c:8]2[cH:9][c:10]([Cl:14])[cH:11][cH:12][cH:13]2)[cH:6][cH:7]1. Starting materials: [H-].[Na+] (Sodium hydride), CC1CCCCC(N1)=O (7-methylazepan-2-one), C(C1=CC=CC=C1)Br (Benzyl bromide). Reagents/catalysts: O (water). Solvent: C1CCOC1 (THF). Run at temperature 23 celsius, time 20 hour. Product: C(C1=CC=CC=C1)N1C(CCCCC1C)=O (1-benzyl-7-methylazepan-2-one). Reaction SMILES: [H-].[Na+].[CH3:3][CH:4]1[NH:10][C:9](=[O:11])[CH2:8][CH2:7][CH2:6][CH2:5]1.[CH2:12](Br)[C:13]1[CH:18]=[CH:17][CH:16]=[CH:15][CH:14]=1>C1COCC1.O>[CH2:12]([N:10]1[CH:4]([CH3:3])[CH2:5][CH2:6][CH2:7][CH2:8][C:9]1=[O:11])[C:13]1[CH:18]=[CH:17][CH:16]=[CH:15][CH:14]=1 |f:0.1|. Procedure: Sodium hydride (95%, 1.74 g, 68.7 mmol, 1.15 equiv) was added to a solution of 7-methylazepan-2-one (2-2, 7.60 g, 59.8 mmol, 1 equiv) in THF (150 mL) at 0° C. and the resulting mixture was warmed to 23° C. and stirred for 20 h. Benzyl bromide (7.82 mL, 65.7 mmol, 1.10 equiv) was added followed by 2 drops of water, and the resulting mixture was stirred at 23° C. for 20 h. Excess sodium hydride was quenched carefully with water and the mixture was concentrated. The residue was partitioned between ... RXN SMILES: Br[CH2:2][CH2:3][NH:4][C:5]([C:7]1[NH:8][C:9]2[C:14]([CH:15]=1)=[CH:13][CH:12]=[CH:11][C:10]=2[NH:16][S:17]([C:20]1[S:21][CH:22]=[CH:23][CH:24]=1)(=[O:19])=[O:18])=[O:6].[H-].[Na+].C(O)(=O)CC(CC(O)=O)(C(O)=O)O>O1CCCC1>[O:6]1[CH2:2][CH2:3][N:4]=[C:5]1[C:7]1[NH:8][C:9]2[C:14]([CH:15]=1)=[CH:13][CH:12]=[CH:11][C:10]=2[NH:16][S:17]([C:20]1[S:21][CH:22]=[CH:23][CH:24]=1)(=[O:19])=[O:18] |f:1.2|. Procedure: To a solution of N-(2-bromoethyl)-7-[(2-thienylsulfonyl)amino]-1H-indole-2-carboxamide (0.35 g) in tetrahydrofuran (6 mL) was slowly added sodium hydride (60% in oil, 0.04 g) at 0° C., and the mixture was stirred at room temperature overnight. To the reaction mixture was added 10% aqueous citric acid solution, and the mixture was extracted with ethyl acetate. The ethyl acetate layer was washed with saturated brine, dried (MgSO4) and concentrated. The obtained residue was subjected to silica gel ... Isolated yield 70.5%. Starting materials: BrCCNC(=O)C=1NC2=C(C=CC=C2C1)NS(=O)(=O)C=1SC=CC1 (N-(2-bromoethyl)-7-[(2-thienylsulfonyl)amino]-1H-indole-2-carboxamide), [H-].[Na+] (sodium hydride), C(CC(O)(C(=O)O)CC(=O)O)(=O)O (citric acid). The solvent is O1CCCC1 (tetrahydrofuran). Run at time 8 hour. Product: O1C(=NCC1)C=1NC2=C(C=CC=C2C1)NS(=O)(=O)C=1SC=CC1 (N-[2-(4,5-Dihydro-1,3-oxazol-2-yl)-1H-indol-7-yl]thiophene-2-sulfonamide). Reactants: Nc1ccccc1Br, Cl, O=N[O-], [Na+], O, c1ccncc1. Product: Brc1ccccc1-c1ccccn1. Reaction SMILES: [Br:1][c:2]1[c:3]([NH2:8])[cH:4][cH:5][cH:6][cH:7]1.[ClH:19].[N:9]([O-:10])=[O:11].[Na+:12].[OH2:20].[cH:13]1[cH:14][cH:15][n:16][cH:17][cH:18]1>>[Br:1][c:2]1[c:3](-[c:15]2[cH:14][cH:13][cH:18][cH:17][n:16]2)[cH:4][cH:5][cH:6][cH:7]1. The reactants are C(C)(C)(C)OC(=O)NCCOC1=NOC(=C1)C1=CC=CC=C1 (3-(2-(N-tert-Butoxycarbonylamino)ethoxy)-5-phenylisoxazole), C(CCC)[Li] (butyllithium), C(CC(C)C)=O (isovaleraldehyde). Product: C(C)(C)(C)OC(=O)NCCOC1=NOC(=C1C(CC(C)C)O)C1=CC=CC=C1 (3-(2-(N-tert-Butoxycarbonylamino)ethoxy)-4-(1-hydroxyisopentyl)-5-phenylisoxazole). Yield: 77.0%. RXN SMILES: [C:1]([O:5][C:6]([NH:8][CH2:9][CH2:10][O:11][C:12]1[CH:16]=[C:15]([C:17]2[CH:22]=[CH:21][CH:20]=[CH:19][CH:18]=2)[O:14][N:13]=1)=[O:7])([CH3:4])([CH3:3])[CH3:2].C([Li])CCC.[CH:28](=[O:33])[CH2:29][CH:30]([CH3:32])[CH3:31]>>[C:1]([O:5][C:6]([NH:8][CH2:9][CH2:10][O:11][C:12]1[C:16]([CH:28]([OH:33])[CH2:29][CH:30]([CH3:32])[CH3:31])=[C:15]([C:17]2[CH:22]=[CH:21][CH:20]=[CH:19][CH:18]=2)[O:14][N:13]=1)=[O:7])([CH3:4])([CH3:2])[CH3:3]. Procedure details: 3-(2-(N-tert-Butoxycarbonylamino)ethoxy)-5-phenylisoxazole (0.2 g), butyllithium (1.6M hexane solution, 0.9 ml) and isovaleraldehyde (0.09 ml) were subjected to reaction and post-treatment in a similar manner to that described in Example 44(a) to obtain the title compound (0.2 g, 77%) as a colorless oil. Reactants: O=C([O-])[O-], COCCBr, O=c1c(I)c(-c2ccccc2)oc2c(=O)[nH]ccc12, [K+], [K+], CN(C)C=O. Product: COCCn1ccc2c(=O)c(I)c(-c3ccccc3)oc2c1=O. As a reaction SMILES: [C:20](=[O:21])([O-:22])[O-:23].[CH3:26][O:27][CH2:28][CH2:29][Br:30].[I:1][c:2]1[c:3](=[O:19])[c:4]2[c:5]([c:6](=[O:10])[nH:7][cH:8][cH:9]2)[o:11][c:12]1-[c:13]1[cH:14][cH:15][cH:16][cH:17][cH:18]1.[K+:24].[K+:25].[O:31]=[CH:32][N:33]([CH3:34])[CH3:35]>>[I:1][c:2]1[c:3](=[O:19])[c:4]2[c:5]([c:6](=[O:10])[n:7]([CH2:29][CH2:28][O:27][CH3:26])[cH:8][cH:9]2)[o:11][c:12]1-[c:13]1[cH:14][cH:15][cH:16][cH:17][cH:18]1. Starting materials: CC(C)(O)C(C)(NC(=O)CCl)c1cc(Br)ccc1F, Cc1ccccc1, Cl. Yields the product CC1(C)OCC(=O)NC1(C)c1cc(Br)ccc1F. Reaction SMILES: [Br:1][c:2]1[cH:3][cH:4][c:5]([F:19])[c:6]([C:8]([C:9]([CH3:10])([CH3:11])[OH:12])([CH3:13])[NH:14][C:15]([CH2:16][Cl:17])=[O:18])[cH:7]1.[CH3:21][c:22]1[cH:23][cH:24][cH:25][cH:26][cH:27]1.[ClH:20]>>[Br:1][c:2]1[cH:3][cH:4][c:5]([F:19])[c:6]([C:8]2([CH3:13])[C:9]([CH3:10])([CH3:11])[O:12][CH2:16][C:15](=[O:18])[NH:14]2)[cH:7]1. Reactants: CC=1N(C(=CC1)C)C=1C(=NC(=C(C1)C(F)(F)F)O)C(=O)OC (Methyl 3-(2,5-dimethyl-1H-pyrrol-1-yl)-6-hydroxy-5-(trifluoromethyl)picolinate), CCO (EtOH), C1(=CC=CC=C1)P(C1=CC=CC=C1)C1=CC=CC=C1 (triphenylphosphine), CCOC(=O)/N=N/C(=O)OCC (DEAD). Run in O1CCOCC1 (1,4-dioxane). The product is CC=1N(C(=CC1)C)C=1C(=NC(=C(C1)C(F)(F)F)OCC)C(=O)OC (Methyl 3-(2,5-dimethyl-1H-pyrrol-1-yl)-6-ethoxy-5-(trifluoromethyl)picolinate). As a reaction SMILES: [CH3:1][C:2]1[N:3]([C:8]2[C:9]([C:19]([O:21][CH3:22])=[O:20])=[N:10][C:11]([OH:18])=[C:12]([C:14]([F:17])([F:16])[F:15])[CH:13]=2)[C:4]([CH3:7])=[CH:5][CH:6]=1.[CH3:23][CH2:24]O.C1(P(C2C=CC=CC=2)C2C=CC=CC=2)C=CC=CC=1.CCOC(/N=N/C(OCC)=O)=O>O1CCOCC1>[CH3:7][C:4]1[N:3]([C:8]2[C:9]([C:19]([O:21][CH3:22])=[O:20])=[N:10][C:11]([O:18][CH2:23][CH3:24])=[C:12]([C:14]([F:15])([F:16])[F:17])[CH:13]=2)[C:2]([CH3:1])=[CH:6][CH:5]=1. Procedure: Methyl 3-(2,5-dimethyl-1H-pyrrol-1-yl)-6-hydroxy-5-(trifluoromethyl)picolinate (62 mg, 0.168 mmol) in 1,4-dioxane (1.5 ml) (dry) was treated with EtOH (0.020 ml, 0.335 mmol) and triphenylphosphine (88 mg, 0.335 mmol) and the solution stirred. DEAD (0.053 ml, 0.335 mmol) was added dropwise and the reaction mixture stirred at room temperature for 2 hours. The solvent was removed in vacuo and purification of the crude product by chromatography on silica eluting with iso-hexane: EtOAc (gradient of 0...